From a dataset of the Open Reaction Database (ORD), a public repository of structured organic reaction records. describe an organic reaction: reactants, conditions, products, and yield Reported procedure: A solution of 100 mg (0.30 mmole) of 11-amino-2-[2-(dimethylamino)ethyl]-1H-dibenzo[de,h]isoquinoline-1,3(2H)-dione (obtained in example 3) in 4 mL of acetonitrile was stirred at 20° C. 3,4-(methylenedioxy)phenyl isocyanate (2 molar equivalents) in 3 mL acetonitrile were added. The mixture was magnetically stirred at 20° C. during 18 hours. The solvent was then evaporated under reduced pressure and the residue was submitted to a flash chromatography on silica (eluent: CH2Cl2/methanol in a 95:5 v... Run at temperature 20 celsius, time 18 hour. Reactants: C(Cl)Cl.CO (CH2Cl2 methanol), C1OC=2C=C(C=CC2O1)N=C=O (3,4-(methylenedioxy)phenyl isocyanate), NC1=CC=CC2=CC=3C4=C(C(N(C(C4=C21)=O)CCN(C)C)=O)C=CC3 (11-amino-2-[2-(dimethylamino)ethyl]-1H-dibenzo[de,h]isoquinoline-1,3(2H)-dione). Yields the product O1COC2=C1C=CC(=C2)NC(=O)NC2=CC=CC1=CC=3C4=C(C(N(C(C4=C12)=O)CCN(C)C)=O)C=CC3 (1-(1,3-benzodioxol-5-yl)-3-{2-[2-(dimethylamino)ethyl]-1,3-dioxo-2,3-dihydro-1H-dibenzo[de,h]isoquinolin-11-yl}urea). The yield is 84.0%. The solvent is C(C)#N (acetonitrile), C(C)#N (acetonitrile). Reaction SMILES: [NH2:1][C:2]1[C:15]2[C:6](=[CH:7][C:8]3[C:9]4[C:14]=2[C:13](=[O:16])[N:12]([CH2:17][CH2:18][N:19]([CH3:21])[CH3:20])[C:11](=[O:22])[C:10]=4[CH:23]=[CH:24][CH:25]=3)[CH:5]=[CH:4][CH:3]=1.[CH2:26]1[O:34][C:33]2[CH:32]=[CH:31][C:30]([N:35]=[C:36]=[O:37])=[CH:29][C:28]=2[O:27]1.C(Cl)Cl.CO>C(#N)C>[O:34]1[C:33]2[CH:32]=[CH:31][C:30]([NH:35][C:36]([NH:1][C:2]3[C:15]4[C:6](=[CH:7][C:8]5[C:9]6[C:14]=4[C:13](=[O:16])[N:12]([CH2:17][CH2:18][N:19]([CH3:20])[CH3:21])[C:11](=[O:22])[C:10]=6[CH:23]=[CH:24][CH:25]=5)[CH:5]=[CH:4][CH:3]=3)=[O:37])=[CH:29][C:28]=2[O:27][CH2:26]1 |f:2.3|.